This data is from the Open Reaction Database (ORD), a public repository of structured organic reaction records. The task is: describe an organic reaction: reactants, conditions, products, and yield Reactants: N1(CCCC1)CC1NCCCC1 (2-(pyrrolidin-1-ylmethyl)piperidine), ClC1=C2C(CC(C2=CC=C1Cl)C(=O)Cl)=O (4,5-dichloro-3-oxoindan-1-carbonyl chloride). Run in C(C)N(CC)CC (triethylamine). Product: Cl.ClC1=C2C(CC(C2=CC=C1Cl)C(=O)N1C(CCCC1)CN1CCCC1)=O (1-(4,5-dichloro-3-oxoindan-1-carbonyl)-2-(pyrrolidin-1-ylmethyl)piperidine hydrochloride). Isolated yield 57.1%. Reaction SMILES: [N:1]1([CH2:6][CH:7]2[CH2:12][CH2:11][CH2:10][CH2:9][NH:8]2)[CH2:5][CH2:4][CH2:3][CH2:2]1.[Cl:13][C:14]1[C:22]([Cl:23])=[CH:21][CH:20]=[C:19]2[C:15]=1[C:16](=[O:27])[CH2:17][CH:18]2[C:24](Cl)=[O:25]>C(N(CC)CC)C>[ClH:13].[Cl:13][C:14]1[C:22]([Cl:23])=[CH:21][CH:20]=[C:19]2[C:15]=1[C:16](=[O:27])[CH2:17][CH:18]2[C:24]([N:8]1[CH2:9][CH2:10][CH2:11][CH2:12][CH:7]1[CH2:6][N:1]1[CH2:5][CH2:4][CH2:3][CH2:2]1)=[O:25] |f:3.4|. Procedure details: From 1.18 g of 2-(pyrrolidin-1-ylmethyl)piperidine, 2.03 g of 4,5-dichloro-3-oxoindan-1-carbonyl chloride and 1.47 ml of triethylamine. 0.95 g of the title compound was obtained, melting at 148°-150° C. (dec) using a procedure similar to that in Example 2.